Dataset: the Open Reaction Database (ORD), a public repository of structured organic reaction records. Task: describe an organic reaction: reactants, conditions, products, and yield The reactants are ClC1=NC=CC(=N1)C1=C(N=C(S1)C1COCC1)C=1C(=C(C=CC1)NS(=O)(=O)C1=C(C=CC=C1F)F)F (N-{3-[5-(2-chloro-4-pyrimidinyl)-2-(tetrahydro-3-furanyl)-1,3-thiazol-4-yl]-2-fluorophenyl}-2,6-difluorobenzenesulfonamide), N (ammonia). Yields the product NC1=NC=CC(=N1)C1=C(N=C(S1)C1COCC1)C=1C(=C(C=CC1)NS(=O)(=O)C1=C(C=CC=C1F)F)F (N-{3-[5-(2-Amino-4-pyrimidinyl)-2-(tetrahydro-3-furanyl)-1,3-thiazol-4-yl]-2-fluorophenyl}-2,6-difluorobenzenesulfonamide). As a reaction SMILES: Cl[C:2]1[N:7]=[C:6]([C:8]2[S:12][C:11]([CH:13]3[CH2:17][CH2:16][O:15][CH2:14]3)=[N:10][C:9]=2[C:18]2[C:19]([F:36])=[C:20]([NH:24][S:25]([C:28]3[C:33]([F:34])=[CH:32][CH:31]=[CH:30][C:29]=3[F:35])(=[O:27])=[O:26])[CH:21]=[CH:22][CH:23]=2)[CH:5]=[CH:4][N:3]=1.[NH3:37]>>[NH2:37][C:2]1[N:7]=[C:6]([C:8]2[S:12][C:11]([CH:13]3[CH2:17][CH2:16][O:15][CH2:14]3)=[N:10][C:9]=2[C:18]2[C:19]([F:36])=[C:20]([NH:24][S:25]([C:28]3[C:33]([F:34])=[CH:32][CH:31]=[CH:30][C:29]=3[F:35])(=[O:27])=[O:26])[CH:21]=[CH:22][CH:23]=2)[CH:5]=[CH:4][N:3]=1. Procedure: Following a procedure analogous to the procedure described in Example 51, Step B using N-{3-[5-(2-chloro-4-pyrimidinyl)-2-(tetrahydro-3-furanyl)-1,3-thiazol-4-yl]-2-fluorophenyl}-2,6-difluorobenzenesulfonamide (0.100 g, 0.181 mmol) and ammonia (7 N solution in MeOH, 3.88 mL, 27.1 mmol) the title compound was obtained as a light yellow solid (53 mg, 0.099 mmol, 55% yield). 1H NMR (400 MHz, DMSO-d6) δ ppm 10.90 (s, 1H), 7.99 (d, J=5.1 Hz, 1H), 7.62-7.79 (m, 1H), 7.40-7.49 (m, 1H), 7.36 (t, J=6.1 H... Starting materials: C1(=CC=C(C=C1)C1=NC(=NC(=N1)Cl)Cl)C1=CC=CC=C1 (2-[1,1′-biphenyl]-4-yl-4,6-dichloro-1,3,5-triazine), [OH-].[NH4+] (ammonium hydroxide). Run in CCOCC (ether), O1CCCC1 (tetrahydrofuran), O (water). Conditions: temperature 0 celsius, time 20 minute. The product is C1(=CC=C(C=C1)C1=NC(=NC(=N1)Cl)N)C1=CC=CC=C1 (4-[1,1′-biphenyl]-4-yl-6-chloro-1,3,5-triazin-2-amine). The yield is 11.9%. As a reaction SMILES: [C:1]1([C:15]2[CH:20]=[CH:19][CH:18]=[CH:17][CH:16]=2)[CH:6]=[CH:5][C:4]([C:7]2[N:12]=[C:11](Cl)[N:10]=[C:9]([Cl:14])[N:8]=2)=[CH:3][CH:2]=1.[OH-].[NH4+:22]>CCOCC.O1CCCC1.O>[C:1]1([C:15]2[CH:20]=[CH:19][CH:18]=[CH:17][CH:16]=2)[CH:2]=[CH:3][C:4]([C:7]2[N:8]=[C:9]([Cl:14])[N:10]=[C:11]([NH2:22])[N:12]=2)=[CH:5][CH:6]=1 |f:1.2|. Reported procedure: A mixture of 2-[1,1′-biphenyl]-4-yl-4,6-dichloro-1,3,5-triazine (Example 63A) (0.804 g, 2.67 mmol) in 40 mL ether and concentrated ammonium hydroxide (2 mL, 30 mmol) in tetrahydrofuran (30 mL) was stirred at 0° C. for 60 minutes and at ambient temperature for 20 minutes. The reaction was reduced in volume, diluted with water, and the precipitate was collected, rinsed with water and ether, and dried to provide the desired compound (0.090 g, 12%). Reactants: N1(C=NC=C1)C=1C=C(C(=O)O)C=CC1 (3-(1H-imidazol-1-yl)benzoic acid), C[Si](C)(C)C(C(=O)[O-])(C(=O)[O-])[Si](C)(C)C (bis(trimethylsilyl)malonate), [Li+].[Br-] (LiBr), OS(=O)(=O)O (H2SO4), Cl.N1(C=NC=C1)C=1C=C(C(=O)Cl)C=CC1 (3-(1H-imidazol-1-yl)benzoyl chloride hydrochloride), crude material. Solvent: CC#N (CH3CN), CCN(CC)CC (Et3N), C(C)(=O)OC(=C)C (isopropenyl acetate). Yields the product N1(C=NC=C1)C=1C=C(C=CC1)C(CC(=O)O)=O (3-(3-imidazol-1-yl-phenyl)-3-oxo-propionic acid), N1(C=NC=C1)C=1C=C(C=CC1)C1=CC(OC(O1)(C)C)=O (6-(3-Imidazol-1-yl-phenyl)-2,2-dimethyl-[1,3]dioxin-4-one), semisolid. Reaction SMILES: Cl.[N:2]1([C:7]2[CH:8]=[C:9]([CH:13]=[CH:14][CH:15]=2)[C:10](Cl)=[O:11])[CH:6]=[CH:5][N:4]=[CH:3]1.[N:16]1([C:21]2[CH:22]=[C:23]([CH:27]=[CH:28][CH:29]=2)[C:24]([OH:26])=[O:25])[CH:20]=[CH:19][N:18]=[CH:17]1.C[Si]([C:34]([Si](C)(C)C)([C:38]([O-:40])=O)[C:35]([O-:37])=[O:36])(C)C.[Li+].[Br-].OS(O)(=O)=O>CC#N.C(OC(C)=C)(=O)C.CCN(CC)CC>[N:2]1([C:7]2[CH:8]=[C:9]([C:10](=[O:11])[CH2:23][C:24]([OH:26])=[O:25])[CH:13]=[CH:14][CH:15]=2)[CH:6]=[CH:5][N:4]=[CH:3]1.[N:16]1([C:21]2[CH:29]=[C:28]([C:38]3[O:40][C:7]([CH3:8])([CH3:15])[O:37][C:35](=[O:36])[CH:34]=3)[CH:27]=[CH:23][CH:22]=2)[CH:20]=[CH:19][N:18]=[CH:17]1 |f:0.1,4.5|. Procedure details: The 3-(3-imidazol-1-yl-phenyl)-3-oxo-propionic acid was prepared from 3-(1H-imidazol-1-yl)benzoyl chloride hydrochloride [prepared by treatment of 3-(1H-imidazol-1-yl)benzoic acid (J. Med. Chem. 1987, 30, 1342; CAS-No. [108035-47-8] with SOCl2) and bis(trimethylsilyl)malonate with Et3N and LiBr in CH3CN at 0° C. according to general procedure H (method c1). The crude material was transformed into the title compound by stirring in isopropenyl acetate and conc. H2SO4 according to general procedure...